This data is from the Open Reaction Database (ORD), a public repository of structured organic reaction records. The task is: describe an organic reaction: reactants, conditions, products, and yield Reactants: C(CCC)OC(=O)N1CC(CCC1)SC1=NC2=CC=CC=C2C=C1C1=CC=CC=C1 (2-(1-Butoxycarbonyl-3-piperidylthio)--3-phenylquinoline). Solvent: C(C)(=O)OCC (ethyl acetate). Reaction conditions: time 1 hour. Yields the product C1(=CC=CC=C1)C=1C(=NC2=CC=CC=C2C1)SC1CNCCC1 (3-phenyl-2-(3-piperidylthio)quinoline). As a reaction SMILES: C(OC([N:8]1[CH2:13][CH2:12][CH2:11][CH:10]([S:14][C:15]2[C:24]([C:25]3[CH:30]=[CH:29][CH:28]=[CH:27][CH:26]=3)=[CH:23][C:22]3[C:17](=[CH:18][CH:19]=[CH:20][CH:21]=3)[N:16]=2)[CH2:9]1)=O)CCC>C(OCC)(=O)C>[C:25]1([C:24]2[C:15]([S:14][CH:10]3[CH2:11][CH2:12][CH2:13][NH:8][CH2:9]3)=[N:16][C:17]3[C:22]([CH:23]=2)=[CH:21][CH:20]=[CH:19][CH:18]=3)[CH:26]=[CH:27][CH:28]=[CH:29][CH:30]=1. Reported procedure: 2-(1-Butoxycarbonyl-3-piperidylthio)--3-phenylquinoline (4.2 g.) was added to 6 M-hydrogen chloride in ethyl acetate (50 ml.), and the mixture was stirred at ambient temperature for 1 hr. The solvent was evaporated and the residual oil was dissolved in diethyl ether (100 ml.) and extracted with 1 M-hydrochloric acid solution (20×30 ml.). The hydrochloric acid extract was adjusted to pH 10 with saturated sodium carbonate solution and extracted with diethyl ether (2×100 ml.). The diethyl ether ext...